Dataset: the Open Reaction Database (ORD), a public repository of structured organic reaction records. Task: describe an organic reaction: reactants, conditions, products, and yield The reactants are CN(C)c1ccncc1, O=C(Cl)C1CCCCCC1, ClCCl, CCC(=O)c1cccc(C(=O)OC)c1O. Product: CCC(=O)c1cccc(C(=O)OC)c1OC(=O)C1CCCCCC1. RXN SMILES: [CH3:26][N:27]([CH3:28])[c:29]1[cH:30][cH:31][n:32][cH:33][cH:34]1.[CH:16]1([C:23](=[O:24])[Cl:25])[CH2:17][CH2:18][CH2:19][CH2:20][CH2:21][CH2:22]1.[Cl:35][CH2:36][Cl:37].[OH:1][c:2]1[c:3]([C:4](=[O:5])[O:6][CH3:7])[cH:8][cH:9][cH:10][c:11]1[C:12]([CH2:13][CH3:14])=[O:15]>>[O:1]([c:2]1[c:3]([C:4](=[O:5])[O:6][CH3:7])[cH:8][cH:9][cH:10][c:11]1[C:12]([CH2:13][CH3:14])=[O:15])[C:23]([CH:16]1[CH2:17][CH2:18][CH2:19][CH2:20][CH2:21][CH2:22]1)=[O:24]. Starting materials: FC1=C(C=CC(=C1)N1N=C(C=C1C1=CC(=C(C=C1)Br)C(F)(F)F)C(F)(F)F)S(=O)(=O)N (2-fluoro-4-[5-[4-bromo-3-(trifluoromethyl)phenyl]-3-(trifluoromethyl)-1H-pyrazol-1-yl]benzenesulfonamide), C(CCC)[Sn](C=1N=CSC1)(CCCC)CCCC (4-(tributylstannyl)thiazole), [Cl-].[Li+] (lithium chloride). The reagents and catalysts are C=1C=CC(=CC1)[P](C=2C=CC=CC2)(C=3C=CC=CC3)[Pd]([P](C=4C=CC=CC4)(C=5C=CC=CC5)C=6C=CC=CC6)([P](C=7C=CC=CC7)(C=8C=CC=CC8)C=9C=CC=CC9)[P](C=1C=CC=CC1)(C=1C=CC=CC1)C=1C=CC=CC1 (tetrakis(triphenylphosphine)palladium). The solvent is O1CCOCC1 (dioxane), C(C)(=O)OCC (ethyl acetate). Yields the product FC1=C(C=CC(=C1)N1N=C(C=C1C1=CC(=C(C=C1)C=1N=CSC1)C(F)(F)F)C(F)(F)F)S(=O)(=O)N (2-Fluoro-4-[5-[4-(1,3-thiazol-4-yl)-3-(trifluoromethyl)phenyl]-3-(trifluoromethyl)-1H-pyrazol-1-yl]benzenesulfonamide). Yield: 18.0%. Reaction SMILES: [F:1][C:2]1[CH:7]=[C:6]([N:8]2[C:12]([C:13]3[CH:18]=[CH:17][C:16](Br)=[C:15]([C:20]([F:23])([F:22])[F:21])[CH:14]=3)=[CH:11][C:10]([C:24]([F:27])([F:26])[F:25])=[N:9]2)[CH:5]=[CH:4][C:3]=1[S:28]([NH2:31])(=[O:30])=[O:29].C([Sn](CCCC)(CCCC)[C:37]1[N:38]=[CH:39][S:40][CH:41]=1)CCC.[Cl-].[Li+]>O1CCOCC1.C(OCC)(=O)C.C1C=CC([P]([Pd]([P](C2C=CC=CC=2)(C2C=CC=CC=2)C2C=CC=CC=2)([P](C2C=CC=CC=2)(C2C=CC=CC=2)C2C=CC=CC=2)[P](C2C=CC=CC=2)(C2C=CC=CC=2)C2C=CC=CC=2)(C2C=CC=CC=2)C2C=CC=CC=2)=CC=1>[F:1][C:2]1[CH:7]=[C:6]([N:8]2[C:12]([C:13]3[CH:18]=[CH:17][C:16]([C:37]4[N:38]=[CH:39][S:40][CH:41]=4)=[C:15]([C:20]([F:23])([F:22])[F:21])[CH:14]=3)=[CH:11][C:10]([C:24]([F:27])([F:26])[F:25])=[N:9]2)[CH:5]=[CH:4][C:3]=1[S:28]([NH2:31])(=[O:30])=[O:29] |f:2.3,^1:67,69,88,107|. Reported procedure: To a stirred solution of 2-fluoro-4-[5-[4-bromo-3-(trifluoromethyl)phenyl]-3-(trifluoromethyl)-1H-pyrazol-1-yl]benzenesulfonamide (308 mg, 0.58 mmol) in dioxane (5 ml) was added 4-(tributylstannyl)thiazole (260 mg, 0.70 mmol), tetrakis(triphenylphosphine)palladium (67 mg, 0.058 mmol), lithium chloride (61 mg, 1.45 mmol), and the mixture was heated at reflux temperature for 16 hours. The reaction mixture was cooled down to room temperature, and diluted with ethyl acetate. The whole was washed wit... Starting materials: O=C(O)c1c(F)cccc1F, CN(C)C=O, O=S(Cl)Cl. The product is O=C(Cl)c1c(F)cccc1F. Reaction SMILES: [F:1][c:2]1[c:3]([C:4](=[O:5])[OH:6])[c:7]([F:11])[cH:8][cH:9][cH:10]1.[O:16]=[CH:17][N:18]([CH3:19])[CH3:20].[S:12]([Cl:13])([Cl:14])=[O:15]>>[F:1][c:2]1[c:3]([C:4](=[O:5])[Cl:14])[c:7]([F:11])[cH:8][cH:9][cH:10]1. Procedure: To a solution of 4-(1-allyloxyaminopropylidene)spirobicyclohexane-3,5-dione (1.5 g) in acetone (30 ml), sodium hydroxide (0.2 g) in water (1 ml) was added at room temperature and then benzoylochloride (0.7 g) was added. After stirring for 5 hr, the reaction mixture was poured into ice-water and extracted with chloroform. The extract was washed with one normal sodium hydroxide and dried over magnesium sulfate. The solvent was removed in vacuo and oily substance (0.8 g) was obtained. Solvent: CC(=O)C (acetone), O (water). Conditions: time 5 hour. The product is C(C=C)ON=C(CC)C1=C(CC2(CCCCC2)CC1=O)OC(C1=CC=CC=C1)=O (4-(N-allyloxypropionimidoyl)-3-benzoyloxy-5-oxo-3-cyclohexenespirocyclohexane). Starting materials: ice water, C(C=C)ONC(CC)=C1C(CC2(CC1=O)CCCCC2)=O (4-(1-allyloxyaminopropylidene)spirobicyclohexane-3,5-dione), [OH-].[Na+] (sodium hydroxide). Reaction SMILES: [CH2:1]([O:4][NH:5][C:6](=[C:9]1[C:14](=[O:15])[CH2:13][C:12]2([CH2:20][CH2:19][CH2:18][CH2:17][CH2:16]2)[CH2:11][C:10]1=[O:21])[CH2:7][CH3:8])[CH:2]=[CH2:3].[OH-:22].[Na+]>CC(C)=O.O>[CH2:1]([O:4][N:5]=[C:6]([C:9]1[C:14](=[O:15])[CH2:13][C:12]2([CH2:16][CH2:17][CH2:18][CH2:19][CH2:20]2)[CH2:11][C:10]=1[O:21][C:6](=[O:22])[C:9]1[CH:14]=[CH:13][CH:12]=[CH:11][CH:10]=1)[CH2:7][CH3:8])[CH:2]=[CH2:3] |f:1.2|.